From a dataset of the Open Reaction Database (ORD), a public repository of structured organic reaction records. describe an organic reaction: reactants, conditions, products, and yield Reactants: C(C)(=O)O[BH-](OC(C)=O)OC(C)=O.[Na+] (Sodium triacetoxyborohydride), C(=O)C=1N=C(NC1)NC(=O)C=1C=2N=CC=NC2C(=CC1)C1=C(C(=CC(=C1Cl)OC)OC)Cl (8-(2,6-dichloro-3,5-dimethoxy-phenyl)-quinoxaline-5-carboxylic acid (4-formyl-1H-imidazol-2-yl)-amide), FC(CN)(F)F (trifluoroethylamine). Solvent: C(Cl)Cl (DCM). Conditions: time 18 hour. Yields the product FC(CNCC=1N=C(NC1)NC(=O)C=1C=2N=CC=NC2C(=CC1)C1=C(C(=CC(=C1Cl)OC)OC)Cl)(F)F (8-(2,6-Dichloro-3,5-dimethoxy-phenyl)-quinoxaline-5-carboxylic acid {4-[(2,2,2-trifluoro-ethylamino)-methyl]-1H-imidazol-2-yl}-amide). The yield is 62.3%. RXN SMILES: C(O[BH-](OC(=O)C)OC(=O)C)(=O)C.[Na+].[CH:15]([C:17]1[N:18]=[C:19]([NH:22][C:23]([C:25]2[C:26]3[N:27]=[CH:28][CH:29]=[N:30][C:31]=3[C:32]([C:35]3[C:40]([Cl:41])=[C:39]([O:42][CH3:43])[CH:38]=[C:37]([O:44][CH3:45])[C:36]=3[Cl:46])=[CH:33][CH:34]=2)=[O:24])[NH:20][CH:21]=1)=O.[F:47][C:48]([F:52])([F:51])[CH2:49][NH2:50]>C(Cl)Cl>[F:47][C:48]([F:52])([F:51])[CH2:49][NH:50][CH2:15][C:17]1[N:18]=[C:19]([NH:22][C:23]([C:25]2[C:26]3[N:27]=[CH:28][CH:29]=[N:30][C:31]=3[C:32]([C:35]3[C:36]([Cl:46])=[C:37]([O:44][CH3:45])[CH:38]=[C:39]([O:42][CH3:43])[C:40]=3[Cl:41])=[CH:33][CH:34]=2)=[O:24])[NH:20][CH:21]=1 |f:0.1|. Procedure: Sodium triacetoxyborohydride (101 mg, 0.476 mmol, 3 equiv) was added to a suspension of 8-(2,6-dichloro-3,5-dimethoxy-phenyl)-quinoxaline-5-carboxylic acid (4-formyl-1H-imidazol-2-yl)-amide (75 mg, 0.159 mmol) and trifluoroethylamine (15 μl, 0.188 mmol), 1.18 equiv) in DCM (3 mL) at rt, under an argon atmosphere. The reaction mixture was stirred for 18 h at rt, quenched by addition of H2O and extracted with DCM. The organic phase was washed with a saturated aqueous solution of NaHCO3, dried (Na2... Starting materials: BrC1=CC=C(C=C1)F (1-bromo-4-fluoro-benzene), resultant mixture, C(=O)OC (methyl formate), C(C)(C)NC(C)C (N,N-diisopropylamine), [Li]CCCC (n-BuLi). Run in C1CCOC1 (THF), O (water), C1CCOC1 (THF). Conditions: time 30 minute. Product: BrC=1C=CC(=C(C=O)C1)F (5-Bromo-2-fluoro-benzaldehyde). Isolated yield 53.9%. Reaction SMILES: C(NC(C)C)(C)C.[Li]CCCC.[Br:13][C:14]1[CH:19]=[CH:18][C:17]([F:20])=[CH:16][CH:15]=1.[CH:21](OC)=[O:22]>C1COCC1.O>[Br:13][C:14]1[CH:19]=[CH:18][C:17]([F:20])=[C:16]([CH:15]=1)[CH:21]=[O:22]. Procedure: To a solution of N,N-diisopropylamine (8.87 mL, 62.9 mmol, 1.1 eq) in dry THF (80 mL) at −78° C. was added n-BuLi (2.5M in hexane, 27.5 mL, 68.5 mmol, 1.2 eq). The resulting mixture was stirred for 30 min then 1-bromo-4-fluoro-benzene (10 g, 57.1 mmol, 1 eq) in dry THF (20 mL) was added. The resultant mixture was stirred at −78° C. for 2 h then methyl formate (3.8 g, 62.9 mmol, 1.1 eq) was added and the reaction was stirred a further 30 min at −78° C. The reaction was allowed to warm to room tem...